Dataset: the Open Reaction Database (ORD), a public repository of structured organic reaction records. Task: describe an organic reaction: reactants, conditions, products, and yield Reactants: C(O)([O-])=O.[Na+] (sodium hydrogen carbonate), FC1=C(C=CC=C1CO)N1CCC(CC1)C(=O)O (1-[2-Fluoro-3-(hydroxymethyl)phenyl]piperidine-4-carboxylic acid), N1CCOCC1 (morpholine), CCN=C=NCCCN(C)C.Cl (WSC hydrochloride), C=1C=CC2=C(C1)N=NN2O (HOBt). Run in C(Cl)(Cl)Cl (CHCl3), ClCCCl (DCE). Reaction conditions: time 3 hour. Product: FC1=C(C=CC=C1CO)N1CCC(CC1)C(=O)N1CCOCC1 ({1-[2-fluoro-3-(hydroxymethyl)phenyl]piperidin-4-yl}(morpholin-4-yl)methanone). The yield is 99.0%. Reaction SMILES: [F:1][C:2]1[C:7]([CH2:8][OH:9])=[CH:6][CH:5]=[CH:4][C:3]=1[N:10]1[CH2:15][CH2:14][CH:13]([C:16]([OH:18])=O)[CH2:12][CH2:11]1.[NH:19]1[CH2:24][CH2:23][O:22][CH2:21][CH2:20]1.CCN=C=NCCCN(C)C.Cl.C1C=CC2N(O)N=NC=2C=1.C(=O)([O-])O.[Na+]>C(Cl)(Cl)Cl.ClCCCl>[F:1][C:2]1[C:7]([CH2:8][OH:9])=[CH:6][CH:5]=[CH:4][C:3]=1[N:10]1[CH2:11][CH2:12][CH:13]([C:16]([N:19]2[CH2:24][CH2:23][O:22][CH2:21][CH2:20]2)=[O:18])[CH2:14][CH2:15]1 |f:2.3,5.6|. Procedure: 1-[2-Fluoro-3-(hydroxymethyl)phenyl]piperidine-4-carboxylic acid (100 mg) and morpholine (50 mg) were mixed with DCE (3 ml), and WSC hydrochloride (140 mg) and HOBt (95 mg) were added thereto, followed by stirring at room temperature for 3 hours. A saturated aqueous sodium hydrogen carbonate solution and CHCl3 were added to the reaction mixture, and the organic layer was dried over Na2SO4 and concentrated under reduced pressure. The obtained residue was purified by silica gel column chromatograp... The reactants are COC(=O)C=1C=C(CN2C(NC(C3=CC=CC=C23)=O)=O)C=CC1 (1-(3-methoxycarbonylbenzyl)quinazoline-2,4(1H,3H)-dione), [OH-].[Na+] (NaOH), O (water), three-mouth. Solvent: CO (methanol). Yields the product C(=O)(O)C=1C=C(CN2C(NC(C3=CC=CC=C23)=O)=O)C=CC1 (1-(3-Carboxybenzyl)quinazoline-2,4(1H,3H)-dione). Isolated yield 77.9%. RXN SMILES: C[O:2][C:3]([C:5]1[CH:6]=[C:7]([CH:21]=[CH:22][CH:23]=1)[CH2:8][N:9]1[C:18]2[C:13](=[CH:14][CH:15]=[CH:16][CH:17]=2)[C:12](=[O:19])[NH:11][C:10]1=[O:20])=[O:4].[OH-].[Na+].O>CO>[C:3]([C:5]1[CH:6]=[C:7]([CH:21]=[CH:22][CH:23]=1)[CH2:8][N:9]1[C:18]2[C:13](=[CH:14][CH:15]=[CH:16][CH:17]=2)[C:12](=[O:19])[NH:11][C:10]1=[O:20])([OH:4])=[O:2] |f:1.2|. Procedure details: 1-(3-methoxycarbonylbenzyl)quinazoline-2,4(1H,3H)-dione (1.6 g, 5.2 mmol), NaOH (0.31 g, 7.7 mmol), water (40 mL) and methanol (40 mL) were added into a 250 mL three-mouth flask. The mixture was refluxed and reacted for 3 hours. The methanol was removed via evaporation under reduced pressure after the reaction was finished. The mixture was adjusted to pH=2-3 by 3N HCl, forming many precipitates. The mixture was filtered and the solid was washed by water and methonal. The solids were dried to giv... Starting materials: COC(=O)c1c(SC)ccc(C#N)c1C, CCO, [Na+], [OH-], O, OO. The product is COC(=O)c1c(SC)ccc(C(N)=O)c1C. RXN SMILES: [C:3](#[N:4])[c:5]1[c:6]([CH3:17])[c:7]([C:8](=[O:9])[O:10][CH3:11])[c:12]([S:15][CH3:16])[cH:13][cH:14]1.[CH3:20][CH2:21][OH:22].[Na+:19].[OH-:18].[OH2:23].[OH:1][OH:2]>>[O:1]=[C:3]([NH2:4])[c:5]1[c:6]([CH3:17])[c:7]([C:8](=[O:9])[O:10][CH3:11])[c:12]([S:15][CH3:16])[cH:13][cH:14]1. Reactants: O=O (O2), C/C(/CO)=C\C1=CC=CC=C1 ((E)-2-methyl-3-phenyl-2-propen-1-ol), dichloro-bis(1,5-cyclooctadiene)dirhodium. Run in C1(=CC=CC=C1)C (toluene), C1(=CC=CC=C1)C (toluene). The product is C[C@H](CO)CC1=CC=CC=C1 ((S)-2-methyl-3-phenylpropan-1-ol). RXN SMILES: O=O.[CH3:3]/[C:4](=[CH:7]\[C:8]1[CH:13]=[CH:12][CH:11]=[CH:10][CH:9]=1)/[CH2:5][OH:6]>C1(C)C=CC=CC=1>[CH3:3][C@@H:4]([CH2:7][C:8]1[CH:13]=[CH:12][CH:11]=[CH:10][CH:9]=1)[CH2:5][OH:6]. Procedure details: In a glove box (O2 content<1 ppm), a catalyst solution is prepared by dissolving 9.15 mg (0.0186 mmol) of dichloro-bis(1,5-cyclooctadiene)dirhodium and 25.18 mg (0.0371 mmol) of (R)-p-TolBINAP in 50 ml of toluene. This catalyst solution is then added to a solution of 5.5 g (37.1 mmol) of (E)-2-methyl-3-phenyl-2-propen-1-ol in 35 ml of toluene in a 500 ml autoclave. The hydrogenation is carried out at 100° C. under a constant pressure of 60 bar and with efficient stirring. The conversion is 100% ...